This data is from the Open Reaction Database (ORD), a public repository of structured organic reaction records. The task is: describe an organic reaction: reactants, conditions, products, and yield Reactants: CS(=O)(=O)NC=1C=C2C(=NC=NC2=CC1)NC=C(C(=O)OC)C(=O)OC (dimethyl [(6-methanesulfonamido-4-quinazolinylamino)methylene]propanedioate), C1(=CC=CC=C1)OC1=CC=CC=C1 (diphenyl ether). Conditions: temperature 250 celsius, time 15 minute. Product: O=C1C(=CN=C2N1C=NC=1C=CC(=CC21)NS(=O)(=O)C)C(=O)OC (methyl 4-oxo-10-methanesulfonamido-4H-pyrimido[1,2-c]quinazoline-3-carboxylate). The yield is 71.6%. As a reaction SMILES: [CH3:1][S:2]([NH:5][C:6]1[CH:7]=[C:8]2[C:13](=[CH:14][CH:15]=1)[N:12]=[CH:11][N:10]=[C:9]2[NH:16][CH:17]=[C:18]([C:23]([O:25][CH3:26])=[O:24])[C:19]([O:21]C)=O)(=[O:4])=[O:3].C1(OC2C=CC=CC=2)C=CC=CC=1>>[O:21]=[C:19]1[N:10]2[CH:11]=[N:12][C:13]3[CH:14]=[CH:15][C:6]([NH:5][S:2]([CH3:1])(=[O:3])=[O:4])=[CH:7][C:8]=3[C:9]2=[N:16][CH:17]=[C:18]1[C:23]([O:25][CH3:26])=[O:24]. Reported procedure: A mixture of dimethyl [(6-methanesulfonamido-4-quinazolinylamino)methylene]propanedioate (7.2 g) and diphenyl ether (43 ml) was stirred at 250° C. for 15 minutes and then cooled to ambient temperature to give crystals, which were filtered off and washed with a mixture of chloroform and methanol to give crystalline methyl 4-oxo-10-methanesulfonamido-4H-pyrimido[1,2-c]quinazoline-3-carboxylate (4.72 g). Reactants: Cl (hydrochloric acid), C[O-].[Na+] (sodium methoxide), O1[C@H]2[C@@H]1C[C@@H]1CC[C@H]3[C@@H]4CC[C@H](C(C)=O)[C@]4(CC([C@@H]3[C@]1(C2)C)=O)C (2α,3α-epoxy-5α-pregnane-11,20-dione), [Na] (Sodium). Solvent: CO (methanol), O (water). Yields the product O[C@H]1C[C@@H]2CC[C@H]3[C@@H]4CC[C@H](C(C)=O)[C@]4(CC([C@@H]3[C@]2(C[C@@H]1OC)C)=O)C (3α-Hydroxy-2β-methoxy-5α-pregnane-11,20-dione). As a reaction SMILES: [Na].[CH3:2][O-:3].[Na+].[O:5]1[C@H:7]2[CH2:8][C@H:9]3[C@:24]([CH3:26])([CH2:25][C@@H:6]12)[C@@H:23]1[C@H:12]([C@H:13]2[C@:20]([CH3:28])([CH2:21][C:22]1=[O:27])[C@@H:16]([C:17](=[O:19])[CH3:18])[CH2:15][CH2:14]2)[CH2:11][CH2:10]3.Cl>CO.O>[OH:3][C@@H:2]1[C@@H:6]([O:5][CH3:7])[CH2:25][C@@:24]2([CH3:26])[C@@H:9]([CH2:10][CH2:11][C@@H:12]3[C@@H:23]2[C:22](=[O:27])[CH2:21][C@@:20]2([CH3:28])[C@H:13]3[CH2:14][CH2:15][C@@H:16]2[C:17](=[O:19])[CH3:18])[CH2:8]1 |f:1.2,^1:0|. Procedure details: Sodium (70 mg.) was dissolved in dry methanol (5 ml.), and to the resulting solution of sodium methoxide (about 166 mg,) was added 2α,3α-epoxy-5α-pregnane-11,20-dione (100 mg). The solution was refluxed for 5 days, then water was added, and the mixture was neutralised with dilute hydrochloric acid and extracted into chloroform. The extract was dried over sodium sulphate and evaporated to a brown oil which was purified by preparative TLC in ethyl acetate/petrol (1/1). The title compound was recry... The reactants are stannous chloride dihydrate, NC1=CC=C(C=C1)C(C(=O)OCC)(C)C (ethyl 2-(4-aminophenyl)-2-methylpropionate), N(=O)[O-].[Na+] (sodium nitrite). Run in Cl (hydrochloric acid), Cl (hydrochloric acid), O (water). Run at time 30 minute. The product is N(N)C1=CC=C(C=C1)C(C(=O)OCC)(C)C (Ethyl 2-(4-hydrazinophenyl)-2-methylpropionate). The yield is 64.7%. Reaction SMILES: [NH2:1][C:2]1[CH:7]=[CH:6][C:5]([C:8]([CH3:15])([CH3:14])[C:9]([O:11][CH2:12][CH3:13])=[O:10])=[CH:4][CH:3]=1.[N:16]([O-])=O.[Na+]>Cl.O>[NH:1]([C:2]1[CH:3]=[CH:4][C:5]([C:8]([CH3:14])([CH3:15])[C:9]([O:11][CH2:12][CH3:13])=[O:10])=[CH:6][CH:7]=1)[NH2:16] |f:1.2|. Procedure: A solution of 3.725 g (18 mmol) of ethyl 2-(4-aminophenyl)-2-methylpropionate in 18 mL of concentrated hydrochloric acid was stirred at -10 to -5° C. in an ice-acetone bath as a solution of 1.29 g (18.7 mmol) of sodium nitrite in 7.5 mL of water was added dropwise over about 15 minutes. Stirring was continued at this temperature for an additional 30 minutes. Next, a small amount of insoluble solid was removed by filtration into a cold receiving flask. The filtrate was then added dropwise over 10... Reactants: ClC1=CC=C(C=C1)C1=C(C=2N(C(=N1)SC)C(NN2)=O)C2=CC=CC=C2 (7-(4-chlorophenyl)-5-(methylthio)-8-phenyl-[1,2,4]triazolo[4,3-c]pyrimidin-3(2H)-one), FC(C1=CC=C(CBr)C=C1)(F)F (4-trifluoromethylbenzyl bromide), C(=O)([O-])[O-].[K+].[K+] (K2CO3). The solvent is CN(C)C=O (DMF). Run at time 5 hour. Yields the product ClC1=CC=C(C=C1)C1=C(C=2N(C(=N1)SC)C(N(N2)CC2=CC=C(C=C2)C(F)(F)F)=O)C2=CC=CC=C2 (7-(4-chlorophenyl)-5-(methylthio)-8-phenyl-2-(4-(trifluoromethyl)benzyl)-[1,2,4]triazolo[4,3-c]pyrimidin-3(2H)-one). Yield: 78.7%. Reaction SMILES: [Cl:1][C:2]1[CH:7]=[CH:6][C:5]([C:8]2[N:13]=[C:12]([S:14][CH3:15])[N:11]3[C:16](=[O:19])[NH:17][N:18]=[C:10]3[C:9]=2[C:20]2[CH:25]=[CH:24][CH:23]=[CH:22][CH:21]=2)=[CH:4][CH:3]=1.[F:26][C:27]([F:37])([F:36])[C:28]1[CH:35]=[CH:34][C:31]([CH2:32]Br)=[CH:30][CH:29]=1.C([O-])([O-])=O.[K+].[K+]>CN(C=O)C>[Cl:1][C:2]1[CH:3]=[CH:4][C:5]([C:8]2[N:13]=[C:12]([S:14][CH3:15])[N:11]3[C:16](=[O:19])[N:17]([CH2:32][C:31]4[CH:30]=[CH:29][C:28]([C:27]([F:26])([F:36])[F:37])=[CH:35][CH:34]=4)[N:18]=[C:10]3[C:9]=2[C:20]2[CH:21]=[CH:22][CH:23]=[CH:24][CH:25]=2)=[CH:6][CH:7]=1 |f:2.3.4|. Reported procedure: To a stirred solution of 7-(4-chlorophenyl)-5-(methylthio)-8-phenyl-[1,2,4]triazolo[4,3-c]pyrimidin-3(2H)-one (100 mg, 0.27 mmol) in DMF (2 mL) at room temperature under argon was added 4-trifluoromethylbenzyl bromide (77.7 mg, 0.33 mmol), followed by K2CO3 (74.5 mg, 0.54 mmol). The resulting mixture was stirred at room temperature for 5 h. Insoluble material was filtered off and the filtrate was purified by silica gel column chromatography eluted with ethyl acetate-hexanes, then lyophilized fro... Starting materials: C=O (paraformaldehyde), C(C1=CC=CC=C1)[Mg]C[SiH](C)C.[Cl-] (benzyldimethylsilylmethyl magnesium chloride), C(C1=CC=CC=C1)[Si](C)(C)CCl (benzylchloromethyldimethyl silane), [Mg] (magnesium), Cl (HCl). The solvent is CCCCCC.C(C)OCC (hexane diethyl ether), C(C)OCC (diethyl ether). The product is C(C1=CC=CC=C1)[Si](CCO)(C)C (β-(benzyldimethylsilyl)ethanol). Yield: 57.2%. RXN SMILES: C([Mg]C[SiH](C)C)C1C=CC=CC=1.[Cl-].[CH2:14]([Si:21]([CH2:24]Cl)([CH3:23])[CH3:22])[C:15]1[CH:20]=[CH:19][CH:18]=[CH:17][CH:16]=1.[Mg].[CH2:27]=[O:28].Cl>C(OCC)C.CCCCCC.C(OCC)C>[CH2:14]([Si:21]([CH3:23])([CH3:22])[CH2:24][CH2:27][OH:28])[C:15]1[CH:20]=[CH:19][CH:18]=[CH:17][CH:16]=1 |f:0.1,7.8|. Procedure details: To a solution of benzyldimethylsilylmethyl magnesium chloride, prepared from benzylchloromethyldimethyl silane (Fessenden, R. J., Coon, M. D., J. Med. Chem. Vol. 9 pp. 262-263 (1966)) (1.5 g, 7.55 mmol) and magnesium (0.19 g, 7.9 mmol) in diethyl ether (15 ml), is added paraformaldehyde (0.228 g, 7.6 mmol). Then the mixture is refluxed for 18 hours, cooled to 0° C. and hydrolyzed with 1N HCl (25 ml). The organic layer is washed with water brine and dried over MgSO4. The solution is filtered and ...